This data is from the Open Reaction Database (ORD), a public repository of structured organic reaction records. The task is: describe an organic reaction: reactants, conditions, products, and yield The reactants are CC(C)(C)OC(=O)NC1CCCNC1, Cc1ccccc1, CCN(C(C)C)C(C)C, CCCC(C(=O)OCC)c1c(C)nc2ccnn2c1Cl. Yields the product CCCC(C(=O)OCC)c1c(C)nc2ccnn2c1N1CCCC(NC(=O)OC(C)(C)C)C1. RXN SMILES: [C:21](=[O:22])([O:23][C:24]([CH3:25])([CH3:26])[CH3:27])[NH:28][CH:29]1[CH2:30][NH:31][CH2:32][CH2:33][CH2:34]1.[CH3:44][c:45]1[cH:46][cH:47][cH:48][cH:49][cH:50]1.[CH:35]([N:36]([CH:37]([CH3:38])[CH3:39])[CH2:40][CH3:41])([CH3:42])[CH3:43].[Cl:1][c:2]1[c:3]([CH:12]([C:13](=[O:14])[O:15][CH2:16][CH3:17])[CH2:18][CH2:19][CH3:20])[c:4]([CH3:11])[n:5][c:6]2[n:7]1[n:8][cH:9][cH:10]2>>[c:2]1([N:31]2[CH2:30][CH:29]([NH:28][C:21](=[O:22])[O:23][C:24]([CH3:25])([CH3:26])[CH3:27])[CH2:34][CH2:33][CH2:32]2)[c:3]([CH:12]([C:13](=[O:14])[O:15][CH2:16][CH3:17])[CH2:18][CH2:19][CH3:20])[c:4]([CH3:11])[n:5][c:6]2[n:7]1[n:8][cH:9][cH:10]2. Reactants: CC(c1nc2c(F)cc(F)cc2n1-c1cc(F)cc(F)c1)N(C(=O)[O-])C(C)(C)C, O=C([O-])O, Cl, [Na+]. Yields the product CC(N)c1nc2c(F)cc(F)cc2n1-c1cc(F)cc(F)c1. Reaction SMILES: [C:1]([N:5]([C:2](=[O:3])[O-:4])[CH:9]([CH3:10])[c:11]1[n:12][c:13]2[c:14]([n:15]1-[c:16]1[cH:17][c:18]([F:23])[cH:19][c:20]([F:22])[cH:21]1)[cH:24][c:25]([F:29])[cH:26][c:27]2[F:28])([CH3:6])([CH3:7])[CH3:8].[C:30](=[O:31])([OH:32])[O-:33].[ClH:35].[Na+:34]>>[NH2:5][CH:9]([CH3:10])[c:11]1[n:12][c:13]2[c:14]([n:15]1-[c:16]1[cH:17][c:18]([F:23])[cH:19][c:20]([F:22])[cH:21]1)[cH:24][c:25]([F:29])[cH:26][c:27]2[F:28]. Reactants: [BH4-].[Na+] (sodium borohydride), C(C)O (ethanol), COC1=CC=C(C=C1)C(C(=O)OCC)=CN(C)C (ethyl α-(p-methoxyphenyl)-β-(dimethylamino)acrylate). Solvent: O (water). Product: COC1=CC=C(C=C1)C(C(=O)OCC)CN(C)C (ethyl α-(p-methoxyphenyl)-β-(dimethylamino)propionate). Yield: 20.9%. RXN SMILES: [BH4-].[Na+].C(O)C.[CH3:6][O:7][C:8]1[CH:13]=[CH:12][C:11]([C:14](=[CH:20][N:21]([CH3:23])[CH3:22])[C:15]([O:17][CH2:18][CH3:19])=[O:16])=[CH:10][CH:9]=1>O>[CH3:6][O:7][C:8]1[CH:9]=[CH:10][C:11]([CH:14]([CH2:20][N:21]([CH3:23])[CH3:22])[C:15]([O:17][CH2:18][CH3:19])=[O:16])=[CH:12][CH:13]=1 |f:0.1|. Procedure: A gentle nitrogen flow was applied to a 100 ml balloon flask provided with magnetic stirring and 0.455 g (0.0120 mol) of sodium borohydride was mixed with 10 ml of ethanol. Thereafter, 1 g (0.0040 mol) of ethyl α-(p-methoxyphenyl)-β-(dimethylamino)acrylate was added. The mixture was stirred for 24 hours at room temperature and then 3 ml of water were added. The ethanol was removed in the rotary evaporator and 20 ml of water and 20 ml of dichloromethane were added over the residue. The mixture wa... RXN SMILES: Cl.[CH3:2][N:3]1[CH2:7][CH2:6][CH2:5][C:4]1=[NH:8].O.[OH-].[Na+].[CH3:12][C:13]1[CH:18]=[CH:17][CH:16]=[C:15]([CH3:19])[C:14]=1[N:20]=[C:21]=[O:22]>C1C=CC=CC=1>[CH3:19][C:15]1[CH:16]=[CH:17][CH:18]=[C:13]([CH3:12])[C:14]=1[NH:20][C:21]([N:8]=[C:4]1[CH2:5][CH2:6][CH2:7][N:3]1[CH3:2])=[O:22] |f:0.1,3.4|. Run in C1=CC=CC=C1 (benzene), C1=CC=CC=C1 (benzene). Product: CC1=C(C(=CC=C1)C)NC(=O)N=C1N(CCC1)C (1-(2,6 -dimethylphenyl)-3-(1-methyl-2-pyrrolidylidene)urea). The reactants are Cl.CN1C(CCC1)=N (1-methyl- 2-iminopyrrolidine hydrochloride), CC1=C(C(=CC=C1)C)N=C=O (2,6-dimethylphenylisocyanate), O (water), [OH-].[Na+] (NaOH). Procedure: To a stirring solution of 6.73 g. (0.05 mole) of 1-methyl- 2-iminopyrrolidine hydrochloride in about 2 ml. of water is added about 50 ml. of benzene followed by 10 ml. of 50% NaOH. After stirring 1 min. the benzene layer is decanted onto anhydrous potassium carbonate. The extraction is repeated twice. The combined benzene extracts are filtered from a drying agent (dicalite pad) and rinsed well with dry benzene. To the filtrate is added in one portion with stirring 7.36 g. (0.05 mole) of 2,6-dime... Reactants: CO, [Li+], COC(=O)CCCNC(=O)OCc1cccc(NC(=O)NC2C(=O)N(CC(=O)N3CCCC3)c3ccccc3N(CC(=O)N3CCCC3)C2=O)c1, [OH-], O, O. Yields the product O=C(O)CCCNC(=O)OCc1cccc(NC(=O)NC2C(=O)N(CC(=O)N3CCCC3)c3ccccc3N(CC(=O)N3CCCC3)C2=O)c1. RXN SMILES: [CH3:55][OH:56].[Li+:54].[N:1]1([C:6](=[O:7])[CH2:8][N:9]2[C:10](=[O:51])[CH:11]([NH:29][C:30](=[O:31])[NH:32][c:33]3[cH:34][c:35]([CH2:39][O:40][C:41]([NH:42][CH2:43][CH2:44][CH2:45][C:46](=[O:47])[O:48][CH3:49])=[O:50])[cH:36][cH:37][cH:38]3)[C:12](=[O:28])[N:13]([CH2:20][C:21](=[O:22])[N:23]3[CH2:24][CH2:25][CH2:26][CH2:27]3)[c:14]3[c:15]2[cH:16][cH:17][cH:18][cH:19]3)[CH2:2][CH2:3][CH2:4][CH2:5]1.[OH-:53].[OH2:52].[OH2:57]>>[N:1]1([C:6](=[O:7])[CH2:8][N:9]2[C:10](=[O:51])[CH:11]([NH:29][C:30](=[O:31])[NH:32][c:33]3[cH:34][c:35]([CH2:39][O:40][C:41]([NH:42][CH2:43][CH2:44][CH2:45][C:46](=[O:47])[OH:48])=[O:50])[cH:36][cH:37][cH:38]3)[C:12](=[O:28])[N:13]([CH2:20][C:21](=[O:22])[N:23]3[CH2:24][CH2:25][CH2:26][CH2:27]3)[c:14]3[c:15]2[cH:16][cH:17][cH:18][cH:19]3)[CH2:2][CH2:3][CH2:4][CH2:5]1. Reactants: C(C1=CC=CC=C1)OC(N[C@H]1[C@@H](CCCC1)CN(CCCC1=CC=C(C=C1)F)C(=O)OC(C)(C)C)=O ((1R,2S)-[2-({tert-butoxycarbonyl-[3-(4-fluoro-phenyl)-propyl]amino}-methyl)-cyclohexyl]-carbamic acid benzyl ester). The reagents and catalysts are [Pd] (Pd/C). The solvent is CO (MeOH). The product is C(C)(C)(C)OC(=O)N(CCCC1=CC=C(C=C1)F)C[C@H]1[C@@H](CCCC1)N ((1R,2S)-2-({tert-butoxycarbonyl-[3-(4-fluorophenyl)-propyl]amino}-methyl)-cyclohexylamine). Yield: 65.0%. Reaction SMILES: C(OC(=O)[NH:10][C@@H:11]1[CH2:16][CH2:15][CH2:14][CH2:13][C@H:12]1[CH2:17][N:18]([C:29]([O:31][C:32]([CH3:35])([CH3:34])[CH3:33])=[O:30])[CH2:19][CH2:20][CH2:21][C:22]1[CH:27]=[CH:26][C:25]([F:28])=[CH:24][CH:23]=1)C1C=CC=CC=1>CO.[Pd]>[C:32]([O:31][C:29]([N:18]([CH2:17][C@@H:12]1[CH2:13][CH2:14][CH2:15][CH2:16][C@H:11]1[NH2:10])[CH2:19][CH2:20][CH2:21][C:22]1[CH:27]=[CH:26][C:25]([F:28])=[CH:24][CH:23]=1)=[O:30])([CH3:35])([CH3:33])[CH3:34]. Procedure details: The product from Step h (0.7 g, 1.9 mmol) was dissolved in 100 mL MeOH and added carefully to 0.1 g of 10% Pd/C under N2. The mixture was hydrogenated in a Parr shaker at 50 PSI overnight. Filtration through fiberglass filter paper under N2 and under vacuum yielded 0.45 g of a clear colorless oil. Starting materials: CC1=CC=C(C=C1)C1=CC(=CC(=C1)C(NCC=1C=NC(=NC1)C)=O)C(=O)OCC (ethyl 4′-methyl-5-((2-methylpyrimidin-5-yl)methylcarbamoyl)-biphenyl-3-carboxylate), [OH-].[Li+] (lithium hydroxide), C1CCOC1 (THF). The solvent is O (water). Reaction conditions: time 5 hour. Product: CC1=CC=C(C=C1)C1=CC(=CC(=C1)C(NCC=1C=NC(=NC1)C)=O)C(=O)O (4′-Methyl-5-((2-methylpyrimidin-5-yl)methylcarbamoyl)biphenyl-3-carboxylic acid). Reaction SMILES: [CH3:1][C:2]1[CH:7]=[CH:6][C:5]([C:8]2[CH:13]=[C:12]([C:14](=[O:24])[NH:15][CH2:16][C:17]3[CH:18]=[N:19][C:20]([CH3:23])=[N:21][CH:22]=3)[CH:11]=[C:10]([C:25]([O:27]CC)=[O:26])[CH:9]=2)=[CH:4][CH:3]=1.[OH-].[Li+].C1COCC1>O>[CH3:1][C:2]1[CH:7]=[CH:6][C:5]([C:8]2[CH:13]=[C:12]([C:14](=[O:24])[NH:15][CH2:16][C:17]3[CH:22]=[N:21][C:20]([CH3:23])=[N:19][CH:18]=3)[CH:11]=[C:10]([C:25]([OH:27])=[O:26])[CH:9]=2)=[CH:4][CH:3]=1 |f:1.2|. Procedure details: A mixture of ethyl 4′-methyl-5-((2-methylpyrimidin-5-yl)methylcarbamoyl)-biphenyl-3-carboxylate (275 mg, 0.706 mmol), lithium hydroxide (85 mg, 3.5 mmol), THF (10 mL), and water (1 mL) was stirred at room temperature for 5 h. LC-MS indicated completion of the reaction. The solvent was removed in vacuo and the residue was treated with water and acidified with 1N aq. HCl to pH=4-5. The precipitate was collected by filtration and dried to afford the title compound as a white solid. The filtrate was... Starting materials: COc1ccc(OCC2CO2)cc1, CO, COC(=O)C1=C(C)NC(C)=C(C(=O)OC)C1c1cc([N+](=O)[O-])ccc1OCCCCN. Yields the product COC(=O)C1=C(C)NC(C)=C(C(=O)OC)C1c1cc([N+](=O)[O-])ccc1OCCCCNCC(O)COc1ccc(OC)cc1. RXN SMILES: [CH3:32][O:33][c:34]1[cH:35][cH:36][c:37]([O:40][CH2:41][CH:42]2[CH2:43][O:44]2)[cH:38][cH:39]1.[CH3:45][OH:46].[NH2:1][CH2:2][CH2:3][CH2:4][CH2:5][O:6][c:7]1[c:8]([CH:16]2[C:17]([C:28](=[O:29])[O:30][CH3:31])=[C:18]([CH3:27])[NH:19][C:20]([CH3:26])=[C:21]2[C:22](=[O:23])[O:24][CH3:25])[cH:9][c:10]([N+:13](=[O:14])[O-:15])[cH:11][cH:12]1>>[NH:1]([CH2:2][CH2:3][CH2:4][CH2:5][O:6][c:7]1[c:8]([CH:16]2[C:17]([C:28](=[O:29])[O:30][CH3:31])=[C:18]([CH3:27])[NH:19][C:20]([CH3:26])=[C:21]2[C:22](=[O:23])[O:24][CH3:25])[cH:9][c:10]([N+:13](=[O:14])[O-:15])[cH:11][cH:12]1)[CH2:43][CH:42]([CH2:41][O:40][c:37]1[cH:36][cH:35][c:34]([O:33][CH3:32])[cH:39][cH:38]1)[OH:44]. Reactants: C(C)OC1=CC(=CC=C1)F (1-ethoxy-3-fluoro benzene), C[Si](C)(C)[N-][Si](C)(C)C.[K+] (potassium bis(trimethylsilyl)amide), C(C(C)C)#N (isobutyronitrile). Solvent: C(C)(=O)OCC (ethyl acetate), Cl (hydrochloric acid), C1(=CC=CC=C1)C (toluene). Reaction conditions: temperature 100 celsius, time 12 hour. Yields the product C(C)OC=1C=C(C=CC1)C(C#N)(C)C (2-(3-ethoxy-phenyl)-2-methyl-propionitrile). Isolated yield 80.4%. RXN SMILES: [CH2:1]([O:3][C:4]1[CH:9]=[CH:8][CH:7]=[C:6](F)[CH:5]=1)[CH3:2].C[Si]([N-][Si](C)(C)C)(C)C.[K+].[C:21](#[N:25])[CH:22]([CH3:24])[CH3:23]>C1(C)C=CC=CC=1.C(OCC)(=O)C.Cl>[CH2:1]([O:3][C:4]1[CH:5]=[C:6]([C:22]([CH3:24])([CH3:23])[C:21]#[N:25])[CH:7]=[CH:8][CH:9]=1)[CH3:2] |f:1.2|. Procedure details: 2-(3-Ethoxy-phenyl)-2-methyl-propionitrile was prepared using a procedure adapted from literature (Organic Syntheses, Vol. 79, pp. 209-215). To a solution of 1-ethoxy-3-fluoro benzene (3.0 g, 19.4 mmol) in 25 mL of toluene was added solid potassium bis(trimethylsilyl)amide (5.84 g, 29.2 mmol, 1.5 eq) followed by isobutyronitrile (7.08 mL, 77.8 mmol, 4 eq). The reaction mixture was stirred at 100° C. for 12 hr. It was diluted with 75 mL of ethyl acetate and 75 mL of 1N aqueous hydrochloric acid. ...